This data is from the Open Reaction Database (ORD), a public repository of structured organic reaction records. The task is: describe an organic reaction: reactants, conditions, products, and yield Yields the product S=C=NCC1(c2cccs2)CCCC1. Reaction SMILES: [Cl:16][C:17]([O:18][CH2:19][CH3:20])=[O:21].[Na+:2].[OH-:1].[OH2:3].[S:22]=[C:23]=[S:24].[s:4]1[c:5]([C:9]2([CH2:14][NH2:15])[CH2:10][CH2:11][CH2:12][CH2:13]2)[cH:6][cH:7][cH:8]1>>[s:4]1[c:5]([C:9]2([CH2:14][N:15]=[C:23]=[S:22])[CH2:10][CH2:11][CH2:12][CH2:13]2)[cH:6][cH:7][cH:8]1. Reactants: CCOC(=O)Cl, [Na+], [OH-], O, S=C=S, NCC1(c2cccs2)CCCC1.